From a dataset of the Open Reaction Database (ORD), a public repository of structured organic reaction records. describe an organic reaction: reactants, conditions, products, and yield Starting materials: O=C([O-])[O-], CN(C)C=O, CCOC(C)=O, CI, COc1cc(-c2nnc(S)s2)c([N+](=O)[O-])cc1OC, [K+], [K+]. Product: COc1cc(-c2nnc(SC)s2)c([N+](=O)[O-])cc1OC. RXN SMILES: [C:1](=[O:2])([O-:3])[O-:4].[CH3:28][N:29]([CH3:30])[CH:31]=[O:32].[CH3:33][CH2:34][O:35][C:36](=[O:37])[CH3:38].[CH3:7][I:8].[CH3:9][O:10][c:11]1[cH:12][c:13]([N+:25](=[O:26])[O-:27])[c:14](-[c:19]2[n:20][n:21][c:22]([SH:24])[s:23]2)[cH:15][c:16]1[O:17][CH3:18].[K+:5].[K+:6]>>[CH3:1][S:24][c:22]1[n:21][n:20][c:19](-[c:14]2[c:13]([N+:25](=[O:26])[O-:27])[cH:12][c:11]([O:10][CH3:9])[c:16]([O:17][CH3:18])[cH:15]2)[s:23]1.